Dataset: the Open Reaction Database (ORD), a public repository of structured organic reaction records. Task: describe an organic reaction: reactants, conditions, products, and yield As a reaction SMILES: [Br:1][c:2]1[cH:3][c:4]([CH2:8][NH:9][C:10]([O:11][C:12]([CH3:13])([CH3:14])[CH3:15])=[O:16])[cH:5][n:6][cH:7]1.[C:58]([O-:59])(=[O:60])[CH3:61].[C:63]([O-:64])(=[O:65])[CH3:66].[CH3:50][c:51]1[cH:52][cH:53][cH:54][cH:55][cH:56]1.[CH:17]1([B:20]([OH:21])[OH:22])[CH2:18][CH2:19]1.[CH:31]1([P:32]([CH:33]2[CH2:34][CH2:35][CH2:36][CH2:37][CH2:38]2)[CH:39]2[CH2:40][CH2:41][CH2:42][CH2:43][CH2:44]2)[CH2:45][CH2:46][CH2:47][CH2:48][CH2:49]1.[K+:28].[K+:29].[K+:30].[OH2:57].[P:23]([O-:24])([O-:25])([O-:26])=[O:27].[Pd+2:62]>>[c:2]1([CH:17]2[CH2:18][CH2:19]2)[cH:3][c:4]([CH2:8][NH:9][C:10]([O:11][C:12]([CH3:13])([CH3:14])[CH3:15])=[O:16])[cH:5][n:6][cH:7]1. The product is CC(C)(C)OC(=O)NCc1cncc(C2CC2)c1. The reactants are CC(C)(C)OC(=O)NCc1cncc(Br)c1, CC(=O)[O-], CC(=O)[O-], Cc1ccccc1, OB(O)C1CC1, C1CCC(P(C2CCCCC2)C2CCCCC2)CC1, [K+], [K+], [K+], O, O=P([O-])([O-])[O-], [Pd+2].